Dataset: the Open Reaction Database (ORD), a public repository of structured organic reaction records. Task: describe an organic reaction: reactants, conditions, products, and yield Yields the product I, CC(=O)N(C)n1c(N2CCCNCC2)nc2ccccc21. As a reaction SMILES: [C:6]([O:7][C:8](=[O:9])[N:13]1[CH2:14][CH2:15][N:16]([c:20]2[n:21][c:22]3[c:23]([n:24]2[N:25]([C:26]([CH3:27])=[O:28])[CH3:29])[cH:30][cH:31][cH:32][cH:33]3)[CH2:17][CH2:18][CH2:19]1)([CH3:10])([CH3:11])[CH3:12].[CH3:38][CH2:39][O:40][CH2:41][CH3:42].[CH3:4][OH:5].[Cl:1][CH2:2][Cl:3].[Cl:34][CH2:35][Cl:36].[IH:37]>>[IH:37].[NH:13]1[CH2:14][CH2:15][N:16]([c:20]2[n:21][c:22]3[c:23]([n:24]2[N:25]([C:26]([CH3:27])=[O:28])[CH3:29])[cH:30][cH:31][cH:32][cH:33]3)[CH2:17][CH2:18][CH2:19]1. Starting materials: CC(=O)N(C)n1c(N2CCCN(C(=O)OC(C)(C)C)CC2)nc2ccccc21, CCOCC, CO, ClCCl, ClCCl, I. The reactants are O=C=NCCCl, NCc1ccccc1. Product: c1ccc(CNC2=NCCO2)cc1. Reaction SMILES: [Cl:9][CH2:10][CH2:11][N:12]=[C:13]=[O:14].[NH2:1][CH2:2][c:3]1[cH:4][cH:5][cH:6][cH:7][cH:8]1>>[NH:1]([CH2:2][c:3]1[cH:4][cH:5][cH:6][cH:7][cH:8]1)[C:13]1=[N:12][CH2:11][CH2:10][O:14]1. Starting materials: N[C@H]1CN(CC1)C1=NC(=C2N=CN(C2=N1)[C@H]1[C@@H]([C@@H]([C@H](C1)N1N=CC(=N1)CC)O)O)NCC(C1=CC=CC=C1)C1=CC=CC=C1 ((1R,2S,3R,5S)-3-[2-((R)-3-amino-pyrrolidin-1-yl)-6-(2,2-diphenyl-ethylamino)-purin-9-yl]-5-(4-ethyl-[1,2,3]triazol-2-yl)-cyclopentane-1,2-diol), NCC=1C=C(C=CC1)O (3-aminomethyl-phenol), Cl.C1(=CC=CC=C1)C(CNC1=C2N=CN(C2=NC(=N1)N1C[C@@H](CC1)NC(=O)NCC1=NC=CC=C1)[C@H]1[C@@H]([C@@H]([C@H](C1)N1N=C(N=N1)CC)O)O)C1=CC=CC=C1 (1-((R)-1-{6-(2,2-Diphenyl-ethylamino)-9-[(1R,2S,3R,4S)-4-(5-ethyl-tetrazol-2-yl)-2,3-dihydroxy-cyclopentyl]-9H-purin-2-yl}-pyrrolidin-3-yl)-3-pyridin-2-ylmethyl-urea hydrochloride), NCC1=NC=CC=C1 (2-aminomethyl pyridine). Product: Cl.C1(=CC=CC=C1)C(CNC1=C2N=CN(C2=NC(=N1)N1C[C@@H](CC1)NC(=O)NCC1=CC(=CC=C1)O)[C@H]1[C@@H]([C@@H]([C@H](C1)N1N=CC(=N1)CC)O)O)C1=CC=CC=C1 (1-((R)-1-{6-(2,2-Diphenyl-ethylamino)-9-[(1R,2S,3R,4S)-4-(4-ethyl-[1,2,3]triazol-2-yl)-2,3-dihydroxy-cyclopentyl]-9H-purin-2-yl}-pyrrolidin-3-yl)-3-(3-hydroxy-benzyl)-urea hydrochloride). As a reaction SMILES: [NH2:1][C@@H:2]1[CH2:6][CH2:5][N:4]([C:7]2[N:15]=[C:14]3[C:10]([N:11]=[CH:12][N:13]3[C@@H:16]3[CH2:20][C@H:19]([N:21]4[N:25]=[C:24]([CH2:26][CH3:27])[CH:23]=[N:22]4)[C@@H:18]([OH:28])[C@H:17]3[OH:29])=[C:9]([NH:30][CH2:31][CH:32]([C:39]3[CH:44]=[CH:43][CH:42]=[CH:41][CH:40]=3)[C:33]3[CH:38]=[CH:37][CH:36]=[CH:35][CH:34]=3)[N:8]=2)[CH2:3]1.[ClH:45].C1(C(C2C=CC=CC=2)CNC2N=C(N3CC[C@@H](N[C:70](NCC4C=CC=CN=4)=[O:71])C3)N=C3C=2N=CN3[C@@H]2C[C@H](N3N=NC(CC)=N3)[C@@H](O)[C@H]2O)C=CC=CC=1.NCC1C=CC=CN=1.[NH2:108][CH2:109][C:110]1[CH:111]=[C:112]([OH:116])[CH:113]=[CH:114][CH:115]=1>>[ClH:45].[C:33]1([CH:32]([C:39]2[CH:40]=[CH:41][CH:42]=[CH:43][CH:44]=2)[CH2:31][NH:30][C:9]2[N:8]=[C:7]([N:4]3[CH2:5][CH2:6][C@@H:2]([NH:1][C:70]([NH:108][CH2:109][C:110]4[CH:115]=[CH:114][CH:113]=[C:112]([OH:116])[CH:111]=4)=[O:71])[CH2:3]3)[N:15]=[C:14]3[C:10]=2[N:11]=[CH:12][N:13]3[C@@H:16]2[CH2:20][C@H:19]([N:21]3[N:25]=[C:24]([CH2:26][CH3:27])[CH:23]=[N:22]3)[C@@H:18]([OH:28])[C@H:17]2[OH:29])[CH:34]=[CH:35][CH:36]=[CH:37][CH:38]=1 |f:1.2,5.6|. Reported procedure: This compound is prepared from (1R,2S,3R,5S)-3-[2-((R)-3-amino-pyrrolidin-1-yl)-6-(2,2-diphenyl-ethylamino)-purin-9-yl]-5-(4-ethyl-[1,2,3]triazol-2-yl)-cyclopentane-1,2-diol. (Intermediate FC) using a procedure analogous to that of 1-((R)-1-{6-(2,2-diphenyl-ethyl-amino)-9-[(1R,2S,3R,4S)-4-(5-ethyl-tetrazol-2-yl)-2,3-dihydroxy-cyclopentyl]-9H-purin-2-yl}-pyrrolidin-3-yl)-3-pyridin-2-ylmethyl-urea hydrochloride (Example 113) by 2-aminomethyl pyridine with 3-aminomethyl-phenol. MS (ES+) m/e 744.48 ... Reactants: O=C1CCC[C@H](N1)C(=O)O ((S)-6-oxopiperidine-2-carboxylic acid), S(=O)(Cl)Cl (thionyl chloride), CO (methanol). Reaction conditions: time 8 hour. The product is O=C1CCC[C@H](N1)C(=O)OC ((S)-methyl 6-oxopiperidine-2-carboxylate). RXN SMILES: [O:1]=[C:2]1[NH:7][C@H:6]([C:8]([OH:10])=[O:9])[CH2:5][CH2:4][CH2:3]1.S(Cl)(Cl)=O.[CH3:15]O>>[O:1]=[C:2]1[NH:7][C@H:6]([C:8]([O:10][CH3:15])=[O:9])[CH2:5][CH2:4][CH2:3]1. Reported procedure: To a solution of (S)-6-oxopiperidine-2-carboxylic acid (17 g, 120 mmol) in methanol (200 mL) was added thionyl chloride (87 mL, 1.2 mol) and the reaction mixture was stirred at RT overnight, concentrated, combined with the product of a similar preparation, washed with saturated aqueous NaHCO3, and extracted with EtOAc (4×200 mL). The organic layers were combined, dried over sodium sulfate and evaporated to provide crude (S)-methyl 6-oxopiperidine-2-carboxylate (36.5 g). Reactants: CN(C)C=O, [Cl-], Clc1nc(SCc2ccccc2)ns1, [H-], [Na+], [Na+], OCc1ccccc1. Product: c1ccc(COc2nc(SCc3ccccc3)ns2)cc1. Reaction SMILES: [CH3:27][N:28]([CH3:29])[CH:30]=[O:31].[Cl-:26].[Cl:1][c:2]1[n:3][c:4]([S:7][CH2:8][c:9]2[cH:10][cH:11][cH:12][cH:13][cH:14]2)[n:5][s:6]1.[H-:23].[Na+:24].[Na+:25].[OH:15][CH2:16][c:17]1[cH:18][cH:19][cH:20][cH:21][cH:22]1>>[c:2]1([O:15][CH2:16][c:17]2[cH:18][cH:19][cH:20][cH:21][cH:22]2)[n:3][c:4]([S:7][CH2:8][c:9]2[cH:10][cH:11][cH:12][cH:13][cH:14]2)[n:5][s:6]1. Yield: 77.6%. Yields the product NC=1C(=CC(=C(C(=O)NC)C1)F)F (5-amino-2,4-difluoro-N-methyl-benzamide). Reaction SMILES: [NH2:1][C:2]1[C:3]([F:12])=[CH:4][C:5]([F:11])=[C:6]([CH:10]=1)[C:7](O)=[O:8].Cl.[CH3:14][N:15](C)CCCN=C=NCC.ON1C2C=CC=CC=2N=N1.C(N(C(C)C)CC)(C)C.Cl.CNO>C1COCC1>[NH2:1][C:2]1[C:3]([F:12])=[CH:4][C:5]([F:11])=[C:6]([CH:10]=1)[C:7]([NH:15][CH3:14])=[O:8] |f:1.2,5.6|. Reported procedure: 5-amino-2,4-difluoro-benzoic acid (6 g, 34.6 mmol), 1-(3-dimethylaminopropyl)-3-ethylcarbodiimide hydrochloride (13.3 g, 69.3 mmol) and 1-hydroxybenzotriazole (9.3 g, 69.3 mmol) was stirred in THF (100 ml). Diisopropylethylamine (7.2 ml, 41.5 mmol) and methylhydroxyamine hydrochloride (4.3 g, 51.9 mmol) were added thereto, and the solution was stirred for 5 hours. The resulting solution was extracted with ethylacetate and washed with salt solution. The resulting residue was recrystallized with d... Conditions: time 5 hour. The reactants are NC=1C(=CC(=C(C(=O)O)C1)F)F (5-amino-2,4-difluoro-benzoic acid), Cl.CN(CCCN=C=NCC)C (1-(3-dimethylaminopropyl)-3-ethylcarbodiimide hydrochloride), ON1N=NC2=C1C=CC=C2 (1-hydroxybenzotriazole), C(C)(C)N(CC)C(C)C (Diisopropylethylamine), Cl.CNO (methylhydroxyamine hydrochloride). Solvent: C1CCOC1 (THF).